From a dataset of the Open Reaction Database (ORD), a public repository of structured organic reaction records. describe an organic reaction: reactants, conditions, products, and yield Conditions: temperature 60 celsius, time 24 hour. The yield is 98.0%. Run in CN(C)C=O (DMF), CC(=O)C (acetone). Reported procedure: To a solution of the product of Step 2 (20 g) in 300 mL of DMF was added 30 g of BrCH2CO2-t-Bu and 65 g of Cs2CO3. The reaction mixture was stirred at 60° C. for 24 h, and was then diluted with 300 ml of acetone and filtered. The filtrate was concentrated and the residue was purified by silica gel chromatography eluted with 1:2 EtOAc/hexane to give 30 g of the title compound as a syrup. RXN SMILES: [NH:1]1[C:9]2[C:4](=[CH:5][CH:6]=[CH:7][CH:8]=2)[CH:3]=[C:2]1/[CH:10]=[CH:11]/[C:12]([O:14][CH2:15][CH3:16])=[O:13].Br[CH2:18][C:19]([O:21][C:22]([CH3:25])([CH3:24])[CH3:23])=[O:20].C([O-])([O-])=O.[Cs+].[Cs+]>CN(C=O)C.CC(C)=O>[C:22]([O:21][C:19](=[O:20])[CH2:18][N:1]1[C:9]2[C:4](=[CH:5][CH:6]=[CH:7][CH:8]=2)[CH:3]=[C:2]1/[CH:10]=[CH:11]/[C:12]([O:14][CH2:15][CH3:16])=[O:13])([CH3:25])([CH3:24])[CH3:23] |f:2.3.4|. Reactants: N1C(=CC2=CC=CC=C12)/C=C/C(=O)OCC (ethyl (2E)-3-(1H-indol-2-yl)acrylate), BrCC(=O)OC(C)(C)C (BrCH2CO2-t-Bu), C(=O)([O-])[O-].[Cs+].[Cs+] (Cs2CO3). The product is C(C)(C)(C)OC(CN1C(=CC2=CC=CC=C12)/C=C/C(=O)OCC)=O (ethyl (2E)-3-[1-(2-tert-butoxy-2-oxoethyl)-1H-indol-2-yl]acrylate).